This data is from the Open Reaction Database (ORD), a public repository of structured organic reaction records. The task is: describe an organic reaction: reactants, conditions, products, and yield Starting materials: BrBr (bromine), O(C1=CC=CC=C1)C=1C=C(C=O)C=CC1F (3-phenoxy-4-fluorobenzaldehyde). Solvent: C(Cl)Cl (methylene chloride), C(Cl)Cl (methylene chloride). Run at time 1 hour. The product is BrC1=CC=C(OC=2C=C(C=O)C=CC2F)C=C1 (3-(4-bromophenoxy)-4-fluorobenzaldehyde). Reaction SMILES: [Br:1]Br.[O:3]([C:10]1[CH:11]=[C:12]([CH:15]=[CH:16][C:17]=1[F:18])[CH:13]=[O:14])[C:4]1[CH:9]=[CH:8][CH:7]=[CH:6][CH:5]=1>C(Cl)Cl>[Br:1][C:7]1[CH:6]=[CH:5][C:4]([O:3][C:10]2[CH:11]=[C:12]([CH:15]=[CH:16][C:17]=2[F:18])[CH:13]=[O:14])=[CH:9][CH:8]=1. Reported procedure: A solution of bromine (9.60 g, 0.06 mmole) in methylene chloride (10 ml) was added dropwise to a solution of 3-phenoxy-4-fluorobenzaldehyde (10.8 g, 0.05 mmole) in methylene chloride (40 ml) at 20° C. taking a period of 1 hour with stirring. After the addition was finished, the reaction was continued for further 3 hours at the same temperature. The resulting solution was washed with water and then dilute aqueous potassium sulfite solution to remove the remaining bromine in the organic layer. The... The reactants are OCC1=CC(=CS1)C(=O)OC (methyl 5-(hydroxymethyl)thiophene-3-carboxylate), S(=O)(Cl)Cl (thionyl chloride). Procedure: To a mixed liquid of 4.86 g of methyl 5-(hydroxymethyl)thiophene-3-carboxylate and 50 ml of dichloromethane was added 4.12 ml of thionyl chloride under ice-cooling, followed by stirring at room temperature for 15 hours. The reaction solution was concentrated, added with ethyl acetate, and then washed with a saturated aqueous sodium hydrogen carbonate solution and a saturated aqueous sodium chloride solution. After drying over anhydrous magnesium sulfate, the solvent was then evaporated to obtain... Run at time 15 hour. The solvent is ClCCl (dichloromethane). The product is ClCC1=CC(=CS1)C(=O)OC (methyl 5-(chloromethyl)thiophene-3-carboxylate). Reaction SMILES: O[CH2:2][C:3]1[S:7][CH:6]=[C:5]([C:8]([O:10][CH3:11])=[O:9])[CH:4]=1.S(Cl)([Cl:14])=O>ClCCl>[Cl:14][CH2:2][C:3]1[S:7][CH:6]=[C:5]([C:8]([O:10][CH3:11])=[O:9])[CH:4]=1. Reactants: ClCC1=NC(=NO1)C=1N=CN2C1CN(C(C1=C2C=CC(=C1)F)=O)C (3-(5-chloromethyl-1,2,4-oxadiazol-3-yl) -8-fluoro-5-methyl-5,6-dihydro-4H-imidazo [1,5-a][1,4]benzodiazepin-6-one), N1CCCC1 (pyrrolidine). The solvent is CN(C=O)C (dimethylformamide). Reaction conditions: time 65 hour. Yields the product FC=1C=CC2=C(C(N(CC=3N2C=NC3C3=NOC(=N3)CN3CCCC3)C)=O)C1 (8-fluoro-5-methyl-3-(5-pyrrolidin-1-ylmethyl-1,2,4-oxadiazol-3-yl)-5,6-dihydro-4H-imidazo[1,5-a][1,4]benzodiazepin-6-one). Yield: 82.1%. RXN SMILES: Cl[CH2:2][C:3]1[O:7][N:6]=[C:5]([C:8]2[N:9]=[CH:10][N:11]3[C:17]4[CH:18]=[CH:19][C:20]([F:22])=[CH:21][C:16]=4[C:15](=[O:23])[N:14]([CH3:24])[CH2:13][C:12]=23)[N:4]=1.[NH:25]1[CH2:29][CH2:28][CH2:27][CH2:26]1>CN(C)C=O>[F:22][C:20]1[CH:19]=[CH:18][C:17]2[N:11]3[CH:10]=[N:9][C:8]([C:5]4[N:4]=[C:3]([CH2:2][N:25]5[CH2:29][CH2:28][CH2:27][CH2:26]5)[O:7][N:6]=4)=[C:12]3[CH2:13][N:14]([CH3:24])[C:15](=[O:23])[C:16]=2[CH:21]=1. Procedure details: A suspension of 1.50 g (0.0043 mol) of 3-(5-chloromethyl-1,2,4-oxadiazol-3-yl) -8-fluoro-5-methyl-5,6-dihydro-4H-imidazo [1,5-a][1,4]benzodiazepin-6-one in 15 ml of dimethylformamide was treated with 1.5 g (0.022 mol) of pyrrolidine. After stirring at room temperature for 65 hrs. the yellow-orange solution obtained was freed completely from solvent. The residue was chromatographed over silica gel with dichloromethane/methanol 19:1 as the eluent. The product was recrystallized from methanol/ether... Starting materials: BrC=1SC(=CN1)C(=O)OC (methyl 2-bromothiazole-5-caboxylate), N1CCNCC1 (piperazine), C([O-])([O-])=O.[K+].[K+] (potassium carbonate). Solvent: C(C)#N (acetonitrile). Reaction conditions: temperature 80 celsius. Product: COC(=O)C1=CN=C(S1)N1CCNCC1 (2-piperazin-1-yl-thiazole-5-carboxylic acid methyl ester). The yield is 80.2%. As a reaction SMILES: Br[C:2]1[S:3][C:4]([C:7]([O:9][CH3:10])=[O:8])=[CH:5][N:6]=1.[NH:11]1[CH2:16][CH2:15][NH:14][CH2:13][CH2:12]1.C(=O)([O-])[O-].[K+].[K+]>C(#N)C>[CH3:10][O:9][C:7]([C:4]1[S:3][C:2]([N:11]2[CH2:16][CH2:15][NH:14][CH2:13][CH2:12]2)=[N:6][CH:5]=1)=[O:8] |f:2.3.4|. Procedure details: To a solution of methyl 2-bromothiazole-5-carboxylate (1a) (5.00 g, 22.50 mmol) in acetonitrile (50 mL) were added piperazine 2 (2.32 g, 26.97 mmol) and potassium carbonate (6.22 g, 45.05 mmol) under a N2 atmosphere. The reaction mixture was heated to reflux at 80° C. for 10 h. The reaction mixture was filtered through Celite and the filtrate was concentrated under reduced pressure. The residue was purified by column chromatography using silica gel to give the compound 11 as a solid (4.10 g, 79.... Starting materials: CC(C)C[Al+]CC(C)C, CCOC(=O)c1cncc(Br)c1Br, ClCCl, Cl, [H-]. Product: O=Cc1cncc(Br)c1Br. As a reaction SMILES: [CH2:15]([Al+:16][CH2:17][CH:18]([CH3:19])[CH3:20])[CH:21]([CH3:22])[CH3:23].[CH2:1]([O:3][C:4](=[O:2])[c:5]1[cH:6][n:7][cH:8][c:9]([Br:12])[c:10]1[Br:11])[CH3:13].[Cl:25][CH2:26][Cl:27].[ClH:24].[H-:14]>>[O:3]=[CH:4][c:5]1[cH:6][n:7][cH:8][c:9]([Br:12])[c:10]1[Br:11]. Yields the product CCCCC[C@@H](/C=C/[C@H]1[C@@H](CC(=O)[C@@H]1C/C=C\CCCC(=O)O)O)O (PGE2), 11-trimethylsilyl ether. Reactants: mono-trimethylsilyl, CCCCC[C@H]1/C=C/[C@@H]2[C@@H](C/C=C\CCCC(=O)O1)[C@H](C[C@H]2O)O (PGF2α 1,15-lactone), O=[Cr](=O)=O.C1=NC=CC=C1.C2=NC=CC=C2 (Collins reagent). Run in C(Cl)Cl (methylene chloride). RXN SMILES: [CH3:1][CH2:2][CH2:3][CH2:4][CH2:5][C@@H:6]1[O:19][C:17](=[O:18])[CH2:16][CH2:15][CH2:14][CH:13]=[CH:12][CH2:11][C@H:10]2[C@@H:20]([OH:24])[CH2:21][C@@H:22]([OH:23])[C@@H:9]2[CH:8]=[CH:7]1.[O:25]=[Cr](=O)=O.C1C=CC=CN=1.C1C=CC=CN=1>C(Cl)Cl>[CH3:1][CH2:2][CH2:3][CH2:4][CH2:5][C@H:6]([OH:19])/[CH:7]=[CH:8]/[C@@H:9]1[C@@H:10]([CH2:11]/[CH:12]=[CH:13]\[CH2:14][CH2:15][CH2:16][C:17]([OH:25])=[O:18])[C:20](=[O:24])[CH2:21][C@H:22]1[OH:23] |f:1.2.3|. Run at time 20 minute. Procedure details: The mono-trimethylsilyl derivative of PGF2α 1,15-lactone (above) was dissolved in 6 ml of methylene chloride and added in one portion to the rapidly stirred Collins reagent. The ice bath was removed and the reaction mixture was allowed to stir for 20 min. longer. The mixture was then poured onto a column containing 150 g of neutral silica. With the aid of a house-vacuum, the column was eluted into a 2-liter round bottom flask with 1000 ml of ethyl acetate. Removal of the solvent gave PGE2, 1,15-... The reactants are [Al+3], ClCCl, [Cl-], [Cl-], [Cl-], Cl, O=C1CCC(=O)O1, COc1ccccc1OC. Yields the product COc1ccc(C(=O)CCC(=O)O)cc1OC. RXN SMILES: [Al+3:19].[CH2:23]([Cl:24])[Cl:25].[Cl-:18].[Cl-:20].[Cl-:21].[ClH:22].[O:1]=[C:2]1[CH2:3][CH2:4][C:5](=[O:6])[O:7]1.[c:8]1([O:16][CH3:17])[c:9]([O:10][CH3:11])[cH:12][cH:13][cH:14][cH:15]1>>[O:1]=[C:2]([CH2:3][CH2:4][C:5](=[O:6])[c:13]1[cH:12][c:9]([O:10][CH3:11])[c:8]([O:16][CH3:17])[cH:15][cH:14]1)[OH:7]. The reactants are COC=1C=C(C=CC1OC)CC(C)NCC(CO)O (3-[3-(3,4-dimethoxyphenyl)-2-propylamino]-1,2-propanediol), C(C1=CC=CC=C1)=O (benzaldehyde), C(C1=CC=CC=C1)(=O)O (benzoic acid). The solvent is C1(=CC=CC=C1)C (toluene). The product is COC=1C=C(C=CC1OC)CC(C)N1C(OC(C1)CO)C1=CC=CC=C1 (3-(3,4-Dimethoxyphenyl-2-propyl]-5-hydroxymethyl-2-phenyloxazolidine). Reaction SMILES: [CH3:1][O:2][C:3]1[CH:4]=[C:5]([CH2:11][CH:12]([NH:14][CH2:15][CH:16]([OH:19])[CH2:17][OH:18])[CH3:13])[CH:6]=[CH:7][C:8]=1[O:9][CH3:10].[CH:20](=O)[C:21]1[CH:26]=[CH:25][CH:24]=[CH:23][CH:22]=1.C(O)(=O)C1C=CC=CC=1>C1(C)C=CC=CC=1>[CH3:1][O:2][C:3]1[CH:4]=[C:5]([CH2:11][CH:12]([N:14]2[CH2:15][CH:16]([CH2:17][OH:18])[O:19][CH:20]2[C:21]2[CH:26]=[CH:25][CH:24]=[CH:23][CH:22]=2)[CH3:13])[CH:6]=[CH:7][C:8]=1[O:9][CH3:10]. Procedure details: A mixture of 3-[3-(3,4-dimethoxyphenyl)-2-propylamino]-1,2-propanediol (14.3 g., 0.053 m.), benzaldehyde (12.7 g., 0.12 m.) and benzoic acid (0.3 g.) in toluene (45 ml.) is refluxed for 3 hours, collecting the water formed in a Dean-Stark trap. After washing with saturated NaHCO3 solution and with H2O (2×), the solvent is distilled under reduced pressure. Excess benzaldehyde is distilled at 100° C. at 0.1 mm. The residue, (II) (16.88 g., 89%) is used without further purification in the next step... As a reaction SMILES: Cl.[C:2]([NH2:5])(=[NH:4])[CH3:3].[F:6][C:7]([F:20])([C:16]([F:19])([F:18])[F:17])[C:8]([CH2:10][C:11](OCC)=[O:12])=O>CCO>[CH3:3][C:2]1[NH:5][C:11](=[O:12])[CH:10]=[C:8]([C:7]([F:6])([F:20])[C:16]([F:17])([F:18])[F:19])[N:4]=1 |f:0.1|. Conditions: time 15 minute. Isolated yield 52.6%. Starting materials: Na, Cl.C(C)(=N)N (acetamidine hydrochloride), FC(C(=O)CC(=O)OCC)(C(F)(F)F)F (Ethyl pentafluoropropionylacetate). Procedure details: A solution of Na (2.3 g, 0.1 mol) in EtOH (125 mL) was mixed with acetamidine hydrochloride (4.72 g, 50 mmol) and the reaction mixture was stirred for 15 min. Ethyl pentafluoropropionylacetate (11.7 g, 50 mmol) was added and the reaction mixture was refluxed for 6 h. The solvent was removed in vacuo, and the residue was taken up in H2O and acidified with dilute HCl to pH 2. The aqueous solution was extracted with EtOAc and the organic layer was dried over Na2SO4, then evaporated to afford 6 g of... Run in CCO (EtOH). Product: CC1=NC(=CC(N1)=O)C(C(F)(F)F)(F)F (2-Methyl-6-pentafluoroethyl-4H-pyrimidin-4-one). Starting materials: [BH4-].[Na+] (sodium borohydride), ClC=1C(=CC2=C(C(CO2)=O)C1)N1CCCCC1 (5-chloro-6-(piperidin-1-yl)-benzofuran-3(2H)-one), [Cl-].[NH4+] (ammonium chloride). The solvent is CO (methanol), O (water). Conditions: time 4 hour. The product is ClC=1C(=CC2=C(C(CO2)O)C1)N1CCCCC1 (5-chloro-3-hydroxy-6-(piperidin-1-yl)-2,3-dihydrobenzofuran). Reaction SMILES: [BH4-].[Na+].[Cl:3][C:4]1[C:5]([N:14]2[CH2:19][CH2:18][CH2:17][CH2:16][CH2:15]2)=[CH:6][C:7]2[O:11][CH2:10][C:9](=[O:12])[C:8]=2[CH:13]=1.[Cl-].[NH4+]>CO.O>[Cl:3][C:4]1[C:5]([N:14]2[CH2:15][CH2:16][CH2:17][CH2:18][CH2:19]2)=[CH:6][C:7]2[O:11][CH2:10][CH:9]([OH:12])[C:8]=2[CH:13]=1 |f:0.1,3.4|. Reported procedure: 528 mg (13.1 mmole) of sodium borohydride are added to a solution, cooled to 0°, of 3.3 g (13.1 mmole) of 5-chloro-6-(piperidin-1-yl)-benzofuran-3(2H)-one, according to Example 2, in 80 ml of methanol. The whole is subsequently stirred for a further 4 hours at 0°. The reaction mixture is diluted with water, adjusted to pH 6-7 with dilute ammonium chloride solution and extracted several times with methylene chloride. The organic phases are washed with water, combined, dried over sodium sulphate a...